From a dataset of the Open Reaction Database (ORD), a public repository of structured organic reaction records. describe an organic reaction: reactants, conditions, products, and yield Product: CS(=O)C1=CC=C(C=C1)NC1=NN(C=C1)C1=CC=CC=C1 (N-(4-Methylsulphinylphenyl)-1-phenyl-1H-pyrazol-3-amine). Run at time 1 hour. Procedure details: To a solution of N-(4-methylthiophenyl)-1-phenyl-1-H-pyrazol-3-amine (1.4 g) in dichloromethane (100 ml) at 0° was added a solution of 3-chloroperbenzoic acid (0.9 g) in dichloromethane (20 ml) and the mixture stirred and allowed to reach room temperature over 1 hour. The solution was washed with dilute sodium hydroxide solution, dried over magnesium sulphate, filtered and evaporated to an oil. The oil was dissolved in hot ether and gradual evaporation to a small volume gave the title compound a... Run in ClCCl (dichloromethane), ClCCl (dichloromethane). Reaction SMILES: [CH3:1][S:2][C:3]1[CH:8]=[CH:7][C:6]([NH:9][C:10]2[CH:14]=[CH:13][N:12]([C:15]3[CH:20]=[CH:19][CH:18]=[CH:17][CH:16]=3)[N:11]=2)=[CH:5][CH:4]=1.ClC1C=CC=C(C(OO)=[O:29])C=1>ClCCl>[CH3:1][S:2]([C:3]1[CH:4]=[CH:5][C:6]([NH:9][C:10]2[CH:14]=[CH:13][N:12]([C:15]3[CH:16]=[CH:17][CH:18]=[CH:19][CH:20]=3)[N:11]=2)=[CH:7][CH:8]=1)=[O:29]. The yield is 81.1%. Reactants: CSC1=CC=C(C=C1)NC1=NN(C=C1)C1=CC=CC=C1 (N-(4-methylthiophenyl)-1-phenyl-1-H-pyrazol-3-amine), ClC1=CC(=CC=C1)C(=O)OO (3-chloroperbenzoic acid). Reactants: NC=1C(=NC=NC1)C(=O)O (5-aminopyrimidine-4-carboxylic acid), NCC(C)(O)C (1-amino-2-methylpropan-2-ol), C(C)N(C(C)C)C(C)C (N-ethyldiisoproplyamine), CCCP1(=O)OP(=O)(OP(=O)(O1)CCC)CCC (1-propanephosphonic acid cyclic anhydride). The solvent is C1CCOC1 (THF). Reaction conditions: time 21 hour. Product: OC(CNC(=O)C1=NC=NC=C1N)(C)C (5-Amino-pyrimidine-4-carboxylic acid (2-hydroxy-2-methyl-propyl)-amide). The yield is 71.3%. Reaction SMILES: [NH2:1][C:2]1[C:3]([C:8]([OH:10])=O)=[N:4][CH:5]=[N:6][CH:7]=1.[NH2:11][CH2:12][C:13]([CH3:16])([OH:15])[CH3:14].C(N(C(C)C)C(C)C)C.CCCP1(OP(CCC)(=O)OP(CCC)(=O)O1)=O>C1COCC1>[OH:15][C:13]([CH3:16])([CH3:14])[CH2:12][NH:11][C:8]([C:3]1[C:2]([NH2:1])=[CH:7][N:6]=[CH:5][N:4]=1)=[O:10]. Procedure details: To a stirred mixture of 5-aminopyrimidine-4-carboxylic acid (200 mg, 1.44 mmol) and 1-amino-2-methylpropan-2-ol (128 mg, 1.44 mmol) at rt in THF (5 ml) under an argon atmosphere were added N-ethyldiisoproplyamine (743 mg, 978 μl, 5.75 mmol) and 1-propanephosphonic acid cyclic anhydride (2.29 g, 2.16 ml, 3.59 mmol). The mixture was stirred at rt for 21 hrs, then concentrated. The crude product was purified by column chromatography with EtOAc/MeOH as eluent providing the title compound (216 mg, 72... Reactants: FC(C(F)(F)F)(C=1N=CNC(C1)=O)F (4-pentafluoroethylpyrimidin-6-one), ClN1C(CCC1=O)=O (N-chlorosuccinimide), O (water). Run in CN(C=O)C (dimethylformamide). The product is ClC1=C(N=CNC1=O)C(C(F)(F)F)(F)F (5-chloro-4-pentafluoroethylpyrimidin-6-one). Reaction SMILES: [F:1][C:2]([F:14])([C:7]1[N:8]=[CH:9][NH:10][C:11](=[O:13])[CH:12]=1)[C:3]([F:6])([F:5])[F:4].[Cl:15]N1C(=O)CCC1=O.O>CN(C)C=O>[Cl:15][C:12]1[C:11](=[O:13])[NH:10][CH:9]=[N:8][C:7]=1[C:2]([F:1])([F:14])[C:3]([F:6])([F:5])[F:4]. Procedure: A solution of 4-pentafluoroethylpyrimidin-6-one (0.4 g) and N-chlorosuccinimide (0.27 g) in dry dimethylformamide (5 ml) was heated to 80° C. for 3 hours. After cooling to ambient temperature, the reaction mixture was poured into water, and extracted into ethyl acetate. The organic layer was dried, over anhydrous magnesium sulphate, filtered, and evaporation of the solvent under reduced pressure gave a brown oil. Recrystallisation from water gave 5-chloro-4-pentafluoroethylpyrimidin-6-one Reactants: BrC1=C(C(=NN1C1=NC=C(C=C1Cl)C(F)(F)F)C)C#N (5-bromo-methyl-4-cyano-1-(3-chloro-5-trifluoromethylpyridin-2-yl)-1H-pyrazole). The solvent is N1=CC=CC=C1 (pyridine), C(C)OCC (diethyl ether). Product: [Br-].C(#N)C=1CN(NC1C[N+]1=CC=CC=C1)C1=NC=C(C=C1Cl)C(F)(F)F (1-[4-cyano-2-(3-chloro-5-trifluoromethylpyridin-2-yl)-1H-pyrazol-5-ylmethyl]-pyridinium bromide). The yield is 121.1%. Reaction SMILES: [Br:1][C:2]1[N:6]([C:7]2[C:12]([Cl:13])=[CH:11][C:10]([C:14]([F:17])([F:16])[F:15])=[CH:9][N:8]=2)[N:5]=[C:4]([CH3:18])[C:3]=1[C:19]#[N:20]>N1C=CC=CC=1.C(OCC)C>[Br-:1].[C:19]([C:3]1[CH2:2][N:6]([C:7]2[C:12]([Cl:13])=[CH:11][C:10]([C:14]([F:17])([F:16])[F:15])=[CH:9][N:8]=2)[NH:5][C:4]=1[CH2:18][N+:8]1[CH:9]=[CH:10][CH:11]=[CH:12][CH:7]=1)#[N:20] |f:3.4|. Procedure details: A solution of 13.6 grams (0.044 mole) of 5-bromo-methyl-4-cyano-1-(3-chloro-5-trifluoromethylpyridin-2-yl)-1H-pyrazole in 41 mL of pyridine was stirred at ambient temperature for three hours. After this time, the reaction mixture was slurried in 350 mL of diethyl ether and filtered. The filter cake was washed with additional diethyl ether. The filter cake was dried, yielding 11.9 grams of 1-[4-cyano-2-(3-chloro-5-trifluoromethylpyridin-2-yl)-1H-pyrazol-5-ylmethyl]-pyridinium bromide. The nmr spe... Starting materials: C(=O)([O-])[O-].[K+].[K+] (K2CO3), ClC1=C2C(=CN(C1=O)C)CN(C2=O)CCC2=NN1C(C=CC=C1)=N2 (7-chloro-5-methyl-2-(2-[1,2,4]triazolo[1,5-a]pyridin-2-yl-ethyl)-3,5-dihydro-2H-pyrrolo[3,4-c]pyridine-1,6-dione), N1=CC(=CC=C1)B(O)O (pyridin-3-ylboronic acid), O (water). Reagents/catalysts: [Pd](Cl)Cl.C1(=CC=CC=C1)P(C1=CC=CC=C1)C1=CC=CC=C1.C1(=CC=CC=C1)P(C1=CC=CC=C1)C1=CC=CC=C1 (bis(triphenylphosphine) palladium(II) dichloride). The solvent is CN(C)C=O (DMF). Reaction conditions: temperature 120 celsius. Yields the product CN1C=C2C(=C(C1=O)C=1C=NC=CC1)C(N(C2)CCC2=NN1C(C=CC=C1)=N2)=O (5-Methyl-7-pyridin-3-yl-2-(2-[1,2,4]triazolo[1,5-a]pyridin-2-yl-ethyl)-3,5-dihydro-2H-pyrrolo[3,4-c]pyridine-1,6-dione). Isolated yield 44.8%. RXN SMILES: C([O-])([O-])=O.[K+].[K+].Cl[C:8]1[C:13](=[O:14])[N:12]([CH3:15])[CH:11]=[C:10]2[CH2:16][N:17]([CH2:20][CH2:21][C:22]3[N:30]=[C:25]4[CH:26]=[CH:27][CH:28]=[CH:29][N:24]4[N:23]=3)[C:18](=[O:19])[C:9]=12.[N:31]1[CH:36]=[CH:35][CH:34]=[C:33](B(O)O)[CH:32]=1.O>CN(C=O)C.[Pd](Cl)Cl.C1(P(C2C=CC=CC=2)C2C=CC=CC=2)C=CC=CC=1.C1(P(C2C=CC=CC=2)C2C=CC=CC=2)C=CC=CC=1>[CH3:15][N:12]1[C:13](=[O:14])[C:8]([C:33]2[CH:32]=[N:31][CH:36]=[CH:35][CH:34]=2)=[C:9]2[C:18](=[O:19])[N:17]([CH2:20][CH2:21][C:22]3[N:30]=[C:25]4[CH:26]=[CH:27][CH:28]=[CH:29][N:24]4[N:23]=3)[CH2:16][C:10]2=[CH:11]1 |f:0.1.2,7.8.9|. Reported procedure: K2CO3 (60.3 mg, 0.436 mmol) and bis(triphenylphosphine) palladium(II) dichloride (10.21 mg, 0.015 mmol) were each rapidly added in sequence to a suspension of 7-chloro-5-methyl-2-(2-[1,2,4]triazolo[1,5-a]pyridin-2-yl-ethyl)-3,5-dihydro-2H-pyrrolo[3,4-c]pyridine-1,6-dione (50 mg, 0.145 mmol, see Example c6)) and pyridin-3-ylboronic acid (19.67 mg, 0.160 mmol) in DMF (1 ml)/water (0.200 ml). The reaction mixture was heated in a microwave at about 120° C. for about 20 min. The mixture was purified ... The reactants are COC(Cc1ccc(OCCCOc2ccc(C(=O)c3ccc(OCCO[Si](C)(C)C(C)(C)C)cc3)cc2)cc1)C(=O)O, C1CCOC1, CC(=O)O, O. Product: COC(Cc1ccc(OCCCOc2ccc(C(=O)c3ccc(OCCO)cc3)cc2)cc1)C(=O)O. RXN SMILES: [C:1]([Si:2]([CH3:3])([CH3:4])[O:6][CH2:7][CH2:8][O:9][c:10]1[cH:11][cH:12][c:13]([C:14](=[O:15])[c:16]2[cH:17][cH:18][c:19]([O:20][CH2:21][CH2:22][CH2:23][O:24][c:25]3[cH:26][cH:27][c:28]([CH2:31][CH:32]([C:33](=[O:34])[OH:35])[O:36][CH3:37])[cH:29][cH:30]3)[cH:38][cH:39]2)[cH:40][cH:41]1)([CH3:5])([CH3:42])[CH3:43].[CH2:48]1[O:49][CH2:50][CH2:51][CH2:52]1.[CH3:44][C:45](=[O:46])[OH:47].[OH2:53]>>[OH:6][CH2:7][CH2:8][O:9][c:10]1[cH:11][cH:12][c:13]([C:14](=[O:15])[c:16]2[cH:17][cH:18][c:19]([O:20][CH2:21][CH2:22][CH2:23][O:24][c:25]3[cH:26][cH:27][c:28]([CH2:31][CH:32]([C:33](=[O:34])[OH:35])[O:36][CH3:37])[cH:29][cH:30]3)[cH:38][cH:39]2)[cH:40][cH:41]1. Reactants: N(=C=O)CC=1C=C(C=CC1)C1=NN(C=N1)C1=CC=C(C=C1)OC(F)(F)F (3-(3-(isocyanatomethyl)phenyl)-1-(4-(trifluoromethoxy)phenyl)-1H-1,2,4-triazole), C(C)C1=C(C(=CC=C1)C)NC(=S)N (1-(2-ethyl-6-methylphenyl)thiourea). Product: C(C)C1=C(C(=CC=C1)C)NC(=S)NC(=O)NCC1=CC(=CC=C1)C1=NN(C=N1)C1=CC=C(C=C1)OC(F)(F)F (1-[(2-ethyl-6-methyl-phenyl)carbamothioyl]-3-[[3-[1-[4-(trifluoromethoxy)phenyl]-1H-1,2,4-triazol-3-yl]phenyl]methyl]urea), solid. Isolated yield 50.0%. Reaction SMILES: [N:1]([CH2:4][C:5]1[CH:6]=[C:7]([C:11]2[N:15]=[CH:14][N:13]([C:16]3[CH:21]=[CH:20][C:19]([O:22][C:23]([F:26])([F:25])[F:24])=[CH:18][CH:17]=3)[N:12]=2)[CH:8]=[CH:9][CH:10]=1)=[C:2]=[O:3].[CH2:27]([C:29]1[CH:34]=[CH:33][CH:32]=[C:31]([CH3:35])[C:30]=1[NH:36][C:37]([NH2:39])=[S:38])[CH3:28]>>[CH2:27]([C:29]1[CH:34]=[CH:33][CH:32]=[C:31]([CH3:35])[C:30]=1[NH:36][C:37]([NH:39][C:2]([NH:1][CH2:4][C:5]1[CH:10]=[CH:9][CH:8]=[C:7]([C:11]2[N:15]=[CH:14][N:13]([C:16]3[CH:21]=[CH:20][C:19]([O:22][C:23]([F:25])([F:24])[F:26])=[CH:18][CH:17]=3)[N:12]=2)[CH:6]=1)=[O:3])=[S:38])[CH3:28]. Procedure: The title compound was prepared as described in Example 75 using 3-(3-(isocyanatomethyl)phenyl)-1-(4-(trifluoromethoxy)phenyl)-1H-1,2,4-triazole (CB34) and 1-(2-ethyl-6-methylphenyl)thiourea (CA39) and isolated as an off-white solid (0.212 g, 50%).